From a dataset of the Open Reaction Database (ORD), a public repository of structured organic reaction records. describe an organic reaction: reactants, conditions, products, and yield Reactants: C(C)OC1=C(C(=C(OCC2CCC(CC2)C2CCC(OC2)=O)C=C1)F)F (5-[4-(4-ethoxy-2,3-difluorophenoxymethyl)cyclohexyl]tetrahydropyran-2-one), C(CC)[Li] (n-propyllithium), [Cl-].[NH4+] (ammonium chloride). The solvent is C1CCOC1 (THF). Reaction conditions: temperature -70 celsius, time 1 hour. Product: C(C)OC1=C(C(=C(OCC2CCC(CC2)C2CCC(OC2)(O)CCC)C=C1)F)F (5-[4-(4-ethoxy-2,3-difluorophenoxymethyl)cyclohexyl]2-propyltetrahydropyran-2-ol). Isolated yield 872.7%. RXN SMILES: [CH2:1]([O:3][C:4]1[CH:24]=[CH:23][C:7]([O:8][CH2:9][CH:10]2[CH2:15][CH2:14][CH:13]([CH:16]3[CH2:21][O:20][C:19](=[O:22])[CH2:18][CH2:17]3)[CH2:12][CH2:11]2)=[C:6]([F:25])[C:5]=1[F:26])[CH3:2].[CH2:27]([Li])[CH2:28][CH3:29].[Cl-].[NH4+]>C1COCC1>[CH2:1]([O:3][C:4]1[CH:24]=[CH:23][C:7]([O:8][CH2:9][CH:10]2[CH2:15][CH2:14][CH:13]([CH:16]3[CH2:21][O:20][C:19]([CH2:27][CH2:28][CH3:29])([OH:22])[CH2:18][CH2:17]3)[CH2:12][CH2:11]2)=[C:6]([F:25])[C:5]=1[F:26])[CH3:2] |f:2.3|. Procedure details: In a reactor under nitrogen atmosphere, 100 mL of THF was added to 4.5 g of 5-[4-(4-ethoxy-2,3-difluorophenoxymethyl)cyclohexyl]tetrahydropyran-2-one obtained in the twelfth step, and the mixture was cooled to −70° C., to which 15 mL of n-propyllithium (about 1.0 mmol) was added dropwise. After stirring the mixture at −70° C. for 1 hour, the temperature of the reaction mixture was increased to room temperature, and 50 mL of a saturated ammonium chloride aqueous solution was added thereto, follow...